Dataset: the Open Reaction Database (ORD), a public repository of structured organic reaction records. Task: describe an organic reaction: reactants, conditions, products, and yield The reactants are CC1(C)CCCc2cc(Br)c(O)cc21, O=C([O-])[O-], CC(C)=O, CCI, [K+], [K+]. The product is CCOc1cc2c(cc1Br)CCCC2(C)C. As a reaction SMILES: [Br:1][c:2]1[c:3]([OH:14])[cH:4][c:5]2[c:10]([cH:11]1)[CH2:9][CH2:8][CH2:7][C:6]2([CH3:12])[CH3:13].[C:18](=[O:19])([O-:20])[O-:21].[CH3:24][C:25](=[O:26])[CH3:27].[I:15][CH2:16][CH3:17].[K+:22].[K+:23]>>[Br:1][c:2]1[c:3]([O:14][CH2:16][CH3:17])[cH:4][c:5]2[c:10]([cH:11]1)[CH2:9][CH2:8][CH2:7][C:6]2([CH3:12])[CH3:13]. Starting materials: CCO, CN(C)C=O, [H][H], C1CCOC1, O, Nc1ncc(CCN(Cc2ccccc2)C(=O)[O-])c2occ(-c3ccc4c(c3)CCN4C(=O)Cc3cc(F)ccc3F)c12. Yields the product NCCc1cnc(N)c2c(-c3ccc4c(c3)CCN4C(=O)Cc3cc(F)ccc3F)coc12. RXN SMILES: [CH3:51][CH2:52][OH:53].[CH3:55][N:56]([CH3:57])[CH:58]=[O:59].[H:49][H:50].[O:44]1[CH2:45][CH2:46][CH2:47][CH2:48]1.[OH2:54].[c:1]1([CH2:2][N:8]([C:3](=[O:4])[O-:5])[CH2:12][CH2:13][c:14]2[c:15]3[c:16]([c:17]([NH2:20])[n:18][cH:19]2)[c:21](-[c:24]2[cH:25][c:26]4[c:30]([cH:31][cH:32]2)[N:29]([C:33]([CH2:34][c:35]2[c:36]([F:42])[cH:37][cH:38][c:39]([F:41])[cH:40]2)=[O:43])[CH2:28][CH2:27]4)[cH:22][o:23]3)[cH:6][cH:7][cH:9][cH:10][cH:11]1>>[NH2:8][CH2:12][CH2:13][c:14]1[c:15]2[c:16]([c:17]([NH2:20])[n:18][cH:19]1)[c:21](-[c:24]1[cH:25][c:26]3[c:30]([cH:31][cH:32]1)[N:29]([C:33]([CH2:34][c:35]1[c:36]([F:42])[cH:37][cH:38][c:39]([F:41])[cH:40]1)=[O:43])[CH2:28][CH2:27]3)[cH:22][o:23]2.